Dataset: the Open Reaction Database (ORD), a public repository of structured organic reaction records. Task: describe an organic reaction: reactants, conditions, products, and yield The reactants are CS(=O)C=1OC2=C(N1)C=CC(=C2)OC2=CC(=NC=C2)C(=O)NC (4-(2-(methylsulfinyl)benzo[d]oxazol-6-yloxy)-N-methylpyridine-2-carboxamide), N[C@@H]1[C@@H](CC2=CC=CC=C12)O ((1S,2R)-1-amino-2,3-dihydro-1H-inden-2-ol). Run in CN(C(C)=O)C (N,N-dimethylacetamide). Yields the product CNC(=O)C1=NC=CC(=C1)OC1=CC2=C(N=C(O2)N[C@@H]2[C@@H](CC3=CC=CC=C23)O)C=C1 (4-[2-((1S,2R)-2-Hydroxy-indan-1-ylamino)-benzooxazol-6-yloxy]-pyridine-2-carboxylic acid methylamide). RXN SMILES: CS([C:4]1[O:5][C:6]2[CH:12]=[C:11]([O:13][C:14]3[CH:19]=[CH:18][N:17]=[C:16]([C:20]([NH:22][CH3:23])=[O:21])[CH:15]=3)[CH:10]=[CH:9][C:7]=2[N:8]=1)=O.[NH2:24][C@H:25]1[C:33]2[C:28](=[CH:29][CH:30]=[CH:31][CH:32]=2)[CH2:27][C@H:26]1[OH:34]>CN(C)C(=O)C>[CH3:23][NH:22][C:20]([C:16]1[CH:15]=[C:14]([O:13][C:11]2[CH:10]=[CH:9][C:7]3[N:8]=[C:4]([NH:24][C@H:25]4[C:33]5[C:28](=[CH:29][CH:30]=[CH:31][CH:32]=5)[CH2:27][C@H:26]4[OH:34])[O:5][C:6]=3[CH:12]=2)[CH:19]=[CH:18][N:17]=1)=[O:21]. Procedure details: A solution of 4-(2-(methylsulfinyl)benzo[d]oxazol-6-yloxy)-N-methylpyridine-2-carboxamide (17 mg, 0.05 mmol, 1.0 eq) and (1S,2R)-1-amino-2,3-dihydro-1H-inden-2-ol (30 mg, 0.2 mml, 4.0 eq) in 1 mL of N,N-dimethylacetamide was heated in the microwave at 90° C. for 600 seconds. The crude product was purified by reverse phase prep HPLC to give the title compound. MH==417.0. Starting materials: CC1=C(C(=NO1)C1=CC=CC=C1)COC=1C=CC(=NC1)C(=O)O (5-(5-methyl-3-phenyl-isoxazol-4-ylmethoxy)-pyridine-2-carboxylic acid), F[B-](F)(F)F.N1(N=NC2=C1C=CC=C2)OC(=[N+](C)C)N(C)C (2-(1H-benzotriazole-1-yl)-1,1,3,3-tetramethyluronium tetrafluoroborate), C(C)(C)N(C(C)C)CC (N,N-diisopropyl ethyl amine), CN(N)C (N,N-dimethylhydrazine). Run in CN(C)C=O (DMF). Reaction conditions: time 8 hour. The product is CN(NC(=O)C1=NC=C(C=C1)OCC=1C(=NOC1C)C1=CC=CC=C1)C (5-(5-Methyl-3-phenyl-isoxazol-4-ylmethoxy)-pyridine-2-carboxylic acid N′,N′-dimethyl-hydrazide). The yield is 27.5%. As a reaction SMILES: [CH3:1][C:2]1[O:6][N:5]=[C:4]([C:7]2[CH:12]=[CH:11][CH:10]=[CH:9][CH:8]=2)[C:3]=1[CH2:13][O:14][C:15]1[CH:16]=[CH:17][C:18]([C:21]([OH:23])=O)=[N:19][CH:20]=1.F[B-](F)(F)F.N1(OC(N(C)C)=[N+](C)C)C2C=CC=CC=2N=N1.C(N(CC)C(C)C)(C)C.[CH3:55][N:56]([CH3:58])[NH2:57]>CN(C=O)C>[CH3:55][N:56]([CH3:58])[NH:57][C:21]([C:18]1[CH:17]=[CH:16][C:15]([O:14][CH2:13][C:3]2[C:4]([C:7]3[CH:8]=[CH:9][CH:10]=[CH:11][CH:12]=3)=[N:5][O:6][C:2]=2[CH3:1])=[CH:20][N:19]=1)=[O:23] |f:1.2|. Procedure details: To a solution of 5-(5-methyl-3-phenyl-isoxazol-4-ylmethoxy)-pyridine-2-carboxylic acid (100 mg, 0.32 mmol) in DMF (5 mL) were added 2-(1H-benzotriazole-1-yl)-1,1,3,3-tetramethyluronium tetrafluoroborate (114 mg, 0.36 mmol), N,N-diisopropyl ethyl amine (0.27 mL, 8.1 mmol) and N,N-dimethylhydrazine (21 mg, 0.35 mmol). The resulting reaction mixture was stirred overnight at room temperature. The reaction mixture was evaporated and then diluted with water and extracted with ethyl acetate. The combin...